The task is: describe an organic reaction: reactants, conditions, products, and yield. This data is from the Open Reaction Database (ORD), a public repository of structured organic reaction records. Starting materials: [Al+3], O=c1c(-c2ccc(Cl)cc2)c(-c2ccc(Cl)cc2)cnn1Cc1ccccc1, Cc1ccccc1, [Cl-], [Cl-], [Cl-]. Product: O=c1[nH]ncc(-c2ccc(Cl)cc2)c1-c1ccc(Cl)cc1. Reaction SMILES: [Al+3:30].[CH2:1]([c:2]1[cH:3][cH:4][cH:5][cH:6][cH:7]1)[n:8]1[n:9][cH:10][c:11](-[c:22]2[cH:23][cH:24][c:25]([Cl:28])[cH:26][cH:27]2)[c:12](-[c:15]2[cH:16][cH:17][c:18]([Cl:21])[cH:19][cH:20]2)[c:13]1=[O:14].[CH3:33][c:34]1[cH:35][cH:36][cH:37][cH:38][cH:39]1.[Cl-:29].[Cl-:31].[Cl-:32]>>[nH:8]1[n:9][cH:10][c:11](-[c:22]2[cH:23][cH:24][c:25]([Cl:28])[cH:26][cH:27]2)[c:12](-[c:15]2[cH:16][cH:17][c:18]([Cl:21])[cH:19][cH:20]2)[c:13]1=[O:14].